This data is from the Open Reaction Database (ORD), a public repository of structured organic reaction records. The task is: describe an organic reaction: reactants, conditions, products, and yield Starting materials: O=C(c1ccccc1)c1cc2c(cc1O)C(C(=O)O)CC2, CC(=O)OC(C)=O. RXN SMILES: [C:1]([c:2]1[cH:3][cH:4][cH:5][cH:6][cH:7]1)(=[O:8])[c:9]1[cH:10][c:11]2[c:15]([cH:16][c:17]1[OH:18])[CH:14]([C:19](=[O:20])[OH:21])[CH2:13][CH2:12]2.[CH3:22][C:23](=[O:24])[O:25][C:26](=[O:27])[CH3:28]>>[C:1]([c:2]1[cH:3][cH:4][cH:5][cH:6][cH:7]1)(=[O:8])[c:9]1[cH:10][c:11]2[c:15]([cH:16][c:17]1[O:18][C:23]([CH3:22])=[O:24])[CH:14]([C:19](=[O:20])[OH:21])[CH2:13][CH2:12]2. Product: CC(=O)Oc1cc2c(cc1C(=O)c1ccccc1)CCC2C(=O)O.